This data is from the Open Reaction Database (ORD), a public repository of structured organic reaction records. The task is: describe an organic reaction: reactants, conditions, products, and yield Reactants: [N+](=O)([O-])C1=C(N)C=CC(=C1)SC#N (2-nitro-4-thiocyanato-aniline), C(C)O (ethanol), ferrous(II)chloride. The reagents and catalysts are [Fe] (iron). The solvent is O (water), O (water). Reaction conditions: time 10 minute. The product is S(C#N)C1=CC(=C(C=C1)N)N (4-thiocyanato-1,2-diamino-benzene). Isolated yield 74.5%. Reaction SMILES: [N+:1]([C:4]1[CH:10]=[C:9]([S:11][C:12]#[N:13])[CH:8]=[CH:7][C:5]=1[NH2:6])([O-])=O.C(O)C>[Fe].O>[S:11]([C:9]1[CH:8]=[CH:7][C:5]([NH2:6])=[C:4]([NH2:1])[CH:10]=1)[C:12]#[N:13]. Procedure details: To a suspension of 2-nitro-4-thiocyanato-aniline, 22.3 g. of powdered iron, 40 ml. of 96% ethanol and 50 ml. of water a solution of 2,2 g. of ferrous(II)chloride and 4 ml. of water is added dropwise under stirring at the boiling point of the mixture. Stirring is continued for a further 10 minutes, whereupon the reaction mixture is filtered. To the filtrate 200 ml. of water are added. On cooling crystals precipitate, which are filtered off. Thus 12.3 g. of 4-thiocyanato-1,2-diamino-benzene are ob...